From a dataset of the Open Reaction Database (ORD), a public repository of structured organic reaction records. describe an organic reaction: reactants, conditions, products, and yield Run at time 1 hour. Solvent: CN(C=O)C.O1CCOCC1 (dimethylformamide dioxane). Reaction SMILES: [CH:1]1([N:4]2[C:9]3[N:10]=[C:11]([S:15](=[S:18])([OH:17])=[O:16])[C:12]([F:14])=[CH:13][C:8]=3[C:7](=[O:19])[NH:6][C:5]2=[O:20])[CH2:3][CH2:2]1.[H-].[Na+].[N+:23](C1C=C([N+]([O-])=O)C=CC=1NO)([O-])=O>CN(C)C=O.O1CCOCC1>[NH2:23][N:6]1[C:7](=[O:19])[C:8]2[CH:13]=[C:12]([F:14])[C:11]([S:15](=[S:18])([OH:17])=[O:16])=[N:10][C:9]=2[N:4]([CH:1]2[CH2:3][CH2:2]2)[C:5]1=[O:20] |f:1.2,4.5|. Starting materials: C1(CC1)N1C(NC(C2=C1N=C(C(=C2)F)S(=O)(O)=S)=O)=O (1-cyclopropyl-6-fluoro-2,4-dioxo-1,2,3,4-tetrahydro-pyrido[2,3-d]pyrimidine-7-thiosulfonic acid), [H-].[Na+] (sodium hydride), [N+](=O)([O-])C1=C(C=CC(=C1)[N+](=O)[O-])NO (2,4-dinitrophenylhydroxylamine). Procedure: A solution of 0.47 g (1.57 mmol) of 1-cyclopropyl-6-fluoro-2,4-dioxo-1,2,3,4-tetrahydro-pyrido[2,3-d]pyrimidine-7-thiosulfonic acid (Example 35) in 20 mL of dimethylformamide/dioxane (1:1) is treated portionwise with 0.08 g (2.0 mmol) of 60% sodium hydride/mineral oil. The reaction is stirred at room temperature for 1 hour and 0.32 g (1.6 mmol) of 2,4-dinitrophenylhydroxylamine is added all at once. After stirring at room temperature overnight, the dioxane is removed in vacuo and the residue is ... The yield is 76.7%. Product: NN1C(N(C2=C(C1=O)C=C(C(=N2)S(=O)(O)=S)F)C2CC2)=O (3-Amino-1-cyclopropyl-6-fluoro-2,4-dioxo-1,2,3,4-tetrahydro-pyrido[2,3-d]pyrimidine-7-thiosulfonic acid). Starting materials: NCC=1C(=CC(=C(C1)C=1NC(N(N1)C1=CC(=C(C=C1)F)C(F)(F)F)=O)Cl)F (5-(5-(aminomethyl)-2-chloro-4-fluorophenyl)-2-(4-fluoro-3-(trifluoromethyl)phenyl)-2H-1,2,4-triazol-3(4H)-one), C(C(C)(C)C)(=O)Cl (pivaloyl chloride), TEA. Solvent: C1CCOC1 (THF). Yields the product ClC1=CC(=C(CNC(C(C)(C)C)=O)C=C1C1=NN(C(N1)=O)C1=CC(=C(C=C1)F)C(F)(F)F)F (N-(4-Chloro-2-fluoro-5-(1-(4-fluoro-3-(trifluoromethyl)phenyl)-4,5-dihydro-5-oxo-1H-1,2,4-triazol-3-yl)benzyl)pivalamide). As a reaction SMILES: [NH2:1][CH2:2][C:3]1[C:4]([F:27])=[CH:5][C:6]([Cl:26])=[C:7]([C:9]2[NH:10][C:11](=[O:25])[N:12]([C:14]3[CH:19]=[CH:18][C:17]([F:20])=[C:16]([C:21]([F:24])([F:23])[F:22])[CH:15]=3)[N:13]=2)[CH:8]=1.[C:28](Cl)(=[O:33])[C:29]([CH3:32])([CH3:31])[CH3:30]>C1COCC1>[Cl:26][C:6]1[C:7]([C:9]2[NH:10][C:11](=[O:25])[N:12]([C:14]3[CH:19]=[CH:18][C:17]([F:20])=[C:16]([C:21]([F:23])([F:24])[F:22])[CH:15]=3)[N:13]=2)=[CH:8][C:3]([CH2:2][NH:1][C:28](=[O:33])[C:29]([CH3:32])([CH3:31])[CH3:30])=[C:4]([F:27])[CH:5]=1. Procedure: The title compound was prepared according to the procedure described in Example-108 by using 5-(5-(aminomethyl)-2-chloro-4-fluorophenyl)-2-(4-fluoro-3-(trifluoromethyl)phenyl)-2H-1,2,4-triazol-3(4H)-one (Intermediate-81, 0.300 g), pivaloyl chloride (0.3 mL), TEA (2.0 mL), dry THF (5 mL) to afford 0.065 g of the desired product. 1H NMR (300 MHz, CDCl3): δ 1.12 (s, 9H), 4.30 (m, 2H), 7.61-7.69 (m, 3H), 8.16 (br s, 1H), 8.25 (br s, 2H), 12.73 (s, 1H); MS (m/z): 489.47 (M+H)+. Reactants: COC1=C(C=C(C=C1)C(F)(F)F)NC(C(C)(C)C)=O (N-(2-methoxy-5-(trifluoromethyl)phenyl) pivalamide), C(=O)=O (CO2), C1(=CC=CC=C1)C (toluene), [Li]CCCC (n-BuLi). Run in C1CCOC1 (THF), O (water). Run at temperature -50 celsius, time 1 hour. Yields the product COC=1C(=C(C(=O)O)C(=CC1)C(F)(F)F)NC(C(C)(C)C)=O (3-methoxy-2-pivalamido-6-(trifluoromethyl)benzoic acid). As a reaction SMILES: [CH3:1][O:2][C:3]1[CH:8]=[CH:7][C:6]([C:9]([F:12])([F:11])[F:10])=[CH:5][C:4]=1[NH:13][C:14](=[O:19])[C:15]([CH3:18])([CH3:17])[CH3:16].C1(C)C=CC=CC=1.[Li]CCCC.[C:32](=[O:34])=[O:33]>C1COCC1.O>[CH3:1][O:2][C:3]1[C:4]([NH:13][C:14](=[O:19])[C:15]([CH3:16])([CH3:18])[CH3:17])=[C:5]([C:6]([C:9]([F:12])([F:11])[F:10])=[CH:7][CH:8]=1)[C:32]([OH:34])=[O:33]. Reported procedure: N-(2-methoxy-5-(trifluoromethyl)phenyl) pivalamide (1 eq) was azeotrope with toluene (x=3). Dissolved in THF, cooled to −50° C. and added n-BuLi (2 eq, 2.5M solution in hexane) dropwise. The reaction mixture was stirred at −50° C. for 1 h then warmed to −10° C. in 30 min. Stirred at this temperature for 30 min then CO2 gas was passed through cylinder into the reaction mixture at −10 to 0° C. for 1 h. The reaction mixture was warmed to room temperature and stirred overnight. The reaction was pour...